This data is from the Open Reaction Database (ORD), a public repository of structured organic reaction records. The task is: describe an organic reaction: reactants, conditions, products, and yield The reactants are COC=1C=CC(=C(NCC2=CC3=C(N=C(O3)SC)C=C2)C1)[N+](=O)[O-] (5-methoxy-N-((2-(methylthio)benzo[d]oxazol-6-yl)methyl)-2-nitroaniline), CC(=O)O (HOAc), CO (methanol). Reagents/catalysts: [Zn] (zinc). The solvent is C(Cl)Cl (DCM). Conditions: time 2 hour. Yields the product COC1=CC=C(C(=C1)NCC1=CC2=C(N=C(O2)SC)C=C1)N (5-methoxy-N1-((2-(methylthio)benzo[d]oxazol-6-yl)methyl)benzene-1,2-diamine). The yield is 95.6%. As a reaction SMILES: [CH3:1][O:2][C:3]1[CH:4]=[CH:5][C:6]([N+:22]([O-])=O)=[C:7]([CH:21]=1)[NH:8][CH2:9][C:10]1[CH:20]=[CH:19][C:13]2[N:14]=[C:15]([S:17][CH3:18])[O:16][C:12]=2[CH:11]=1.CC(O)=O.CO>C(Cl)Cl.[Zn]>[CH3:1][O:2][C:3]1[CH:21]=[C:7]([NH:8][CH2:9][C:10]2[CH:20]=[CH:19][C:13]3[N:14]=[C:15]([S:17][CH3:18])[O:16][C:12]=3[CH:11]=2)[C:6]([NH2:22])=[CH:5][CH:4]=1. Reported procedure: To a stirred solution of 5-methoxy-N-((2-(methylthio)benzo[d]oxazol-6-yl)methyl)-2-nitroaniline (1.05 g, 3.05 mmol), HOAc (3.6 mL) and methanol (3.6 mL) in DCM (40 mL) at 0° C. was added zinc dust (1.98 g, 30.5 mmol) portionwise. After stirring for 2 h, the mixture was filtered. The filtrate was washed with aq NaHCO3 and brine, dried over Na2SO4 and concentrated under reduced pressure to give 5-methoxy-N1-((2-(methylthio)benzo[d]oxazol-6-yl)methyl)benzene-1,2-diamine as a light yellow solid (920...